Dataset: the Open Reaction Database (ORD), a public repository of structured organic reaction records. Task: describe an organic reaction: reactants, conditions, products, and yield The reactants are CC(=O)Cl, Cl, O=C(O)c1ccc(NCCOc2cccc3ccccc23)cc1, c1ccncc1. Yields the product CC(=O)N(CCOc1cccc2ccccc12)c1ccc(C(=O)O)cc1. As a reaction SMILES: [CH3:24][C:25]([Cl:26])=[O:27].[ClH:28].[c:1]1([O:11][CH2:12][CH2:13][NH:14][c:15]2[cH:16][cH:17][c:18]([C:19](=[O:20])[OH:21])[cH:22][cH:23]2)[cH:2][cH:3][cH:4][c:5]2[cH:6][cH:7][cH:8][cH:9][c:10]12.[cH:29]1[cH:30][cH:31][n:32][cH:33][cH:34]1>>[c:1]1([O:11][CH2:12][CH2:13][N:14]([c:15]2[cH:16][cH:17][c:18]([C:19](=[O:20])[OH:21])[cH:22][cH:23]2)[C:25]([CH3:24])=[O:27])[cH:2][cH:3][cH:4][c:5]2[cH:6][cH:7][cH:8][cH:9][c:10]12. The reactants are CCCCc1ccc(C(=O)O)cc1, Nc1nc2cccc(-c3ccoc3)n2n1. The product is CCCCc1ccc(C(=O)Nc2nc3cccc(-c4ccoc4)n3n2)cc1. RXN SMILES: [CH2:16]([CH2:17][CH2:18][CH3:19])[c:20]1[cH:21][cH:22][c:23]([C:24](=[O:25])[OH:26])[cH:27][cH:28]1.[o:1]1[cH:2][c:3](-[c:6]2[cH:7][cH:8][cH:9][c:10]3[n:11]2[n:12][c:13]([NH2:15])[n:14]3)[cH:4][cH:5]1>>[o:1]1[cH:2][c:3](-[c:6]2[cH:7][cH:8][cH:9][c:10]3[n:11]2[n:12][c:13]([NH:15][C:24]([c:23]2[cH:22][cH:21][c:20]([CH2:16][CH2:17][CH2:18][CH3:19])[cH:28][cH:27]2)=[O:25])[n:14]3)[cH:4][cH:5]1.